This data is from the Open Reaction Database (ORD), a public repository of structured organic reaction records. The task is: describe an organic reaction: reactants, conditions, products, and yield Starting materials: O1CCCC1 (tetrahydrofuran), Cl.N1(CCNCC1)C1=NC2=CC(=C(C=C2C(=N1)N)OC)OC (2-(piperazin-1-yl)-4-amino-6,7-dimethoxyquinazoline.hydrochloride), C(C=CC1=CC=CC=C1)(=O)Cl (cinnamoyl chloride). Solvent: C(C)N(CC)CC (triethylamine). Reaction conditions: time 8 hour. Yields the product C(C=CC1=CC=CC=C1)(=O)N1CCN(CC1)C1=NC2=CC(=C(C=C2C(=N1)N)OC)OC (2-(4-Cinnamoylpiperazin-1-yl)-4-amino-6,7-dimethoxyquinazoline). RXN SMILES: O1CCCC1.Cl.[N:7]1([C:13]2[N:22]=[C:21]([NH2:23])[C:20]3[C:15](=[CH:16][C:17]([O:26][CH3:27])=[C:18]([O:24][CH3:25])[CH:19]=3)[N:14]=2)[CH2:12][CH2:11][NH:10][CH2:9][CH2:8]1.[C:28](Cl)(=[O:37])[CH:29]=[CH:30][C:31]1[CH:36]=[CH:35][CH:34]=[CH:33][CH:32]=1>C(N(CC)CC)C>[C:28]([N:10]1[CH2:11][CH2:12][N:7]([C:13]2[N:22]=[C:21]([NH2:23])[C:20]3[C:15](=[CH:16][C:17]([O:26][CH3:27])=[C:18]([O:24][CH3:25])[CH:19]=3)[N:14]=2)[CH2:8][CH2:9]1)(=[O:37])[CH:29]=[CH:30][C:31]1[CH:36]=[CH:35][CH:34]=[CH:33][CH:32]=1 |f:1.2|. Procedure: To 10 ml. of tetrahydrofuran were added 1.2 g. of 2-(piperazin-1-yl)-4-amino-6,7-dimethoxyquinazoline.hydrochloride and 1.33 g. of triethylamine and the resulting mixture was stirred for 30 minutes. Thereafter, 0.66 g. of cinnamoyl chloride was added thereto and the resulting mixture was stirred at room temperature overnight. The crystalline substance thus separated was recovered by filtration, washed thoroughly with water and ethanol and then dried to afford 0.66 g. of the desired product. Reactants: CCOC(C)=O, Cl, [H-], CI, [Na+], CN(C)C=O, O, OCc1ccccc1CO. Yields the product COCc1ccccc1CO. Reaction SMILES: [CH3:22][CH2:23][O:24][C:25]([CH3:26])=[O:27].[ClH:15].[H-:12].[I:13][CH3:14].[Na+:11].[O:16]=[CH:17][N:18]([CH3:19])[CH3:20].[OH2:21].[c:1]1([CH2:9][OH:10])[c:2]([CH2:7][OH:8])[cH:3][cH:4][cH:5][cH:6]1>>[c:1]1([CH2:9][OH:10])[c:2]([CH2:7][O:8][CH3:14])[cH:3][cH:4][cH:5][cH:6]1.